Dataset: the Open Reaction Database (ORD), a public repository of structured organic reaction records. Task: describe an organic reaction: reactants, conditions, products, and yield The reactants are BrC=1C=CC2=C(NC(O2)=O)C1 (5-bromo-2-benzoxazolinone), C(CC)I (n-propyl iodide), C([O-])([O-])=O.[K+].[K+] (potassium carbonate). Solvent: O1CCOCC1 (Dioxane). Reaction conditions: time 8 hour. Yields the product BrC=1C=CC2=C(N(C(O2)=O)CCC)C1 (5-Bromo-3-propyl-3H-benzooxazol-2-one). Reaction SMILES: [Br:1][C:2]1[CH:3]=[CH:4][C:5]2[O:9][C:8](=[O:10])[NH:7][C:6]=2[CH:11]=1.[CH2:12](I)[CH2:13][CH3:14].C(=O)([O-])[O-].[K+].[K+]>O1CCOCC1>[Br:1][C:2]1[CH:3]=[CH:4][C:5]2[O:9][C:8](=[O:10])[N:7]([CH2:12][CH2:13][CH3:14])[C:6]=2[CH:11]=1 |f:2.3.4|. Procedure: A 100 mL round-bottomed flask was charged with 5-bromo-2-benzoxazolinone (0.750 g, 3.50 mmol), n-propyl iodide (0.684 mL, 7.01 mmol), potassium carbonate (1.211 g, 8.76 mmol) and Dioxane (5 mL). The reaction mixture was stirred at room temperature for overnight. The reaction was quenched with water. Colorless precipitate was collected through filtration and 5-Bromo-3-propyl-3H-benzooxazol-2-one was obtained, ESI-MS: m/z 258.2 (M+H)+ Starting materials: C(C1=CC=CC=C1)N1CCC(CC1)NC1=CC(=CC=C1)OC (1-Benzyl-4-(3-methoxyphenyl)aminopiperidine), C([O-])(O)=O.[Na+] (sodium bicarbonate), resultant solution, C(C(=O)Cl)(=O)Cl (oxalyl chlori de). The solvent is CCOCC (ether). Conditions: time 1.5 hour. The product is C(C1=CC=CC=C1)N1CCC(CC1)N1C(C(C2=CC=C(C=C12)OC)=O)=O (1-(1-benzylpiperidin-4-yl)-6-methoxyindoline-2,3-dione). Yield: 73.3%. RXN SMILES: [CH2:1]([N:8]1[CH2:13][CH2:12][CH:11]([NH:14][C:15]2[CH:20]=[CH:19][CH:18]=[C:17]([O:21][CH3:22])[CH:16]=2)[CH2:10][CH2:9]1)[C:2]1[CH:7]=[CH:6][CH:5]=[CH:4][CH:3]=1.[C:23](Cl)(=[O:27])[C:24](Cl)=[O:25].C(=O)(O)[O-].[Na+]>CCOCC>[CH2:1]([N:8]1[CH2:9][CH2:10][CH:11]([N:14]2[C:15]3[C:20](=[CH:19][CH:18]=[C:17]([O:21][CH3:22])[CH:16]=3)[C:24](=[O:25])[C:23]2=[O:27])[CH2:12][CH2:13]1)[C:2]1[CH:3]=[CH:4][CH:5]=[CH:6][CH:7]=1 |f:2.3|. Procedure: 1-Benzyl-4-(3-methoxyphenyl)aminopiperidine (1.88 g) synthesized in accordance with the method of Referential Example 1 of JP-B 40-6347 was dissolved in ether (38 ml). Into the resultant solution was added dropwise oxalyl chlori de (1.62 g) over 30 min at room temperature followed by heating under reflux for 3.5 hr. After cooling to room temperature, the reaction solution was concentrated under reduced pressure. Into a suspension of aluminum chloride (5.9 g) in methylene chloride (20 ml) was add... The reactants are C(C1=CC=CC=C1)#N (benzonitrile), resultant mixture, Cl (hydrochloric acid), ClC1=CC=C(N)C=C1 (p-chloroaniline), B(Cl)(Cl)Cl (boron trichloride), [Cl-].[Al+3].[Cl-].[Cl-] (aluminum chloride), C(C1=CC=CC=C1)#N (benzonitrile), [OH-].[Na+] (sodium hydroxide). Run in C(Cl)Cl (methylene chloride), C(Cl)Cl (methylene chloride), ClCC(Cl)(Cl)Cl (tetrachloroethane), ClCC(Cl)(Cl)Cl (tetrachloroethane), C(C)O (ethanol). Product: NC1=C(C(=O)C2=CC=CC=C2)C=C(C=C1)Cl (2-amino-5-chlorobenzophenone). Reaction SMILES: [Cl:1][C:2]1[CH:8]=[CH:7][C:5]([NH2:6])=[CH:4][CH:3]=1.B(Cl)(Cl)Cl.[Cl-].[Al+3].[Cl-].[Cl-].Cl.[OH-:18].[Na+].[C:20](#N)[C:21]1[CH:26]=[CH:25][CH:24]=[CH:23][CH:22]=1>ClCC(Cl)(Cl)Cl.C(Cl)Cl.C(O)C>[NH2:6][C:5]1[CH:7]=[CH:8][C:2]([Cl:1])=[CH:3][C:4]=1[C:20]([C:21]1[CH:26]=[CH:25][CH:24]=[CH:23][CH:22]=1)=[O:18] |f:2.3.4.5,7.8|. Procedure details: To a solution of p-chloroaniline (640 mg) in tetrachloroethane (5 ml), a solution of boron trichloride (640 mg) in tetrachloroethane (2.5 ml), benzonitrile (1 ml) and aluminum chloride (734 mg) are added under ice cooling, and the resultant mixture is refluxed for 6 hours. After cooling, the reaction mixture is mixed with 2 N hydrochloric acid (10 ml), heated at 70° to 80° C. for 20 minutes, and shaken with methylene chloride. The methylene chloride layer is evaporated to give a residue, to whic... Starting materials: O=C(CBr)Nc1ccon1, CC#N, O=C(OC1CN2CCC1CC2)C1(c2cccs2)CCCCCC1. The product is [Br-], O=C(C[N+]12CCC(CC1)C(OC(=O)C1(c3cccs3)CCCCCC1)C2)Nc1ccon1. As a reaction SMILES: [Br:24][CH2:25][C:26](=[O:27])[NH:28][c:29]1[n:30][o:31][cH:32][cH:33]1.[CH3:34][C:35]#[N:36].[s:1]1[c:2]([C:6]2([C:13](=[O:14])[O:15][CH:16]3[CH2:17][N:18]4[CH2:19][CH2:20][CH:21]3[CH2:22][CH2:23]4)[CH2:7][CH2:8][CH2:9][CH2:10][CH2:11][CH2:12]2)[cH:3][cH:4][cH:5]1>>[Br-:24].[s:1]1[c:2]([C:6]2([C:13](=[O:14])[O:15][CH:16]3[CH2:17][N+:18]4([CH2:25][C:26](=[O:27])[NH:28][c:29]5[n:30][o:31][cH:32][cH:33]5)[CH2:19][CH2:20][CH:21]3[CH2:22][CH2:23]4)[CH2:7][CH2:8][CH2:9][CH2:10][CH2:11][CH2:12]2)[cH:3][cH:4][cH:5]1. Starting materials: NC1=C(C(=NN1C1=C(C=C(C=C1Cl)C(F)(F)F)Cl)C#N)C=O (5-amino-1-[2,6-dichloro-4-(trifluoromethyl)phenyl]-4-formyl-1H-pyrazole-3-carbonitrile), BrN1C(CCC1=O)=O (N-bromosuccinimide), [OH-].[Na+] (sodium hydroxide), SCCCS (1,3-dimercaptopropane). The solvent is ClCCl (dichloromethane). Conditions: time 8 hour. Product: NC1=C(C(=NN1C1=C(C=C(C=C1Cl)C(F)(F)F)Cl)C#N)C1SCCCS1 (5-amino-1-[2,6-dichloro-4-(trifluoromethyl)phenyl]-4-(1,3-dithian-2-yl)-1H-pyrazole-3-carbonitrile). Isolated yield 32.5%. RXN SMILES: [NH2:1][C:2]1[N:6]([C:7]2[C:12]([Cl:13])=[CH:11][C:10]([C:14]([F:17])([F:16])[F:15])=[CH:9][C:8]=2[Cl:18])[N:5]=[C:4]([C:19]#[N:20])[C:3]=1[CH:21]=O.BrN1C(=O)CCC1=O.[SH:31][CH2:32][CH2:33][CH2:34][SH:35].[OH-].[Na+]>ClCCl>[NH2:1][C:2]1[N:6]([C:7]2[C:12]([Cl:13])=[CH:11][C:10]([C:14]([F:17])([F:16])[F:15])=[CH:9][C:8]=2[Cl:18])[N:5]=[C:4]([C:19]#[N:20])[C:3]=1[CH:21]1[S:35][CH2:34][CH2:33][CH2:32][S:31]1 |f:3.4|. Reported procedure: To the solution of 5-amino-1-[2,6-dichloro-4-(trifluoromethyl)phenyl]-4-formyl-1H-pyrazole-3-carbonitrile (0.5 g, 1.4 mmol) in dichloromethane (10 mL) was added N-bromosuccinimide (0.075 g, 0.2 mmol) followed by the addition of 1,3-dimercaptopropane (0.19 g, 1.8 mmol). The resulting solution was stirred at room temperature for eight hours. It was then worked-up by the addition of 2 N sodium hydroxide. The layers were separated and the organic layer was dried (Na2SO4) and concentrated. The result... Reactants: ClCCl, O=C(O)C(F)(F)F, COc1cc(-c2nn(C(C)C)c3ncnc(N)c23)ccc1NC(=O)OC(C)(C)C, [Na+], O=C([O-])O, O. Yields the product COc1cc(-c2nn(C(C)C)c3ncnc(N)c23)ccc1N. RXN SMILES: [Cl:35][CH2:36][Cl:37].[F:38][C:39]([F:40])([F:41])[C:42]([OH:43])=[O:44].[NH2:1][c:2]1[c:3]2[c:4]([n:5][cH:6][n:7]1)[n:8]([CH:27]([CH3:28])[CH3:29])[n:9][c:10]2-[c:11]1[cH:12][c:13]([O:25][CH3:26])[c:14]([NH:17][C:18](=[O:19])[O:20][C:21]([CH3:22])([CH3:23])[CH3:24])[cH:15][cH:16]1.[Na+:34].[O-:30][C:31]([OH:32])=[O:33].[OH2:45]>>[NH2:1][c:2]1[c:3]2[c:4]([n:5][cH:6][n:7]1)[n:8]([CH:27]([CH3:28])[CH3:29])[n:9][c:10]2-[c:11]1[cH:12][c:13]([O:25][CH3:26])[c:14]([NH2:17])[cH:15][cH:16]1. Starting materials: [Si](C)(C)(C)C#N (TMSCN), NC1=CC=C(C=C1)CCCC(=O)OC (methyl 4-(4-aminophenyl)butanoate), CC(=O)C (acetone), 12. The product is C(#N)C(C)(C)NC1=CC=C(C=C1)CCCC(=O)OC (methyl 4-(4-((2-cyanopropan-2-yl)amino)phenyl)butanoate). Yield: 96.0%. As a reaction SMILES: [Si]([C:5]#[N:6])(C)(C)C.[NH2:7][C:8]1[CH:13]=[CH:12][C:11]([CH2:14][CH2:15][CH2:16][C:17]([O:19][CH3:20])=[O:18])=[CH:10][CH:9]=1.[CH3:21][C:22]([CH3:24])=O>>[C:5]([C:22]([NH:7][C:8]1[CH:9]=[CH:10][C:11]([CH2:14][CH2:15][CH2:16][C:17]([O:19][CH3:20])=[O:18])=[CH:12][CH:13]=1)([CH3:24])[CH3:21])#[N:6]. Procedure details: TMSCN (1.44 mL, 10.8 mmol) was added to a mixture of the compound 27 (0.7 g, 3.6 mmol), acetone (1.60 mL, 21.6 mmol) and 12 (50 mg, 0.4 mmol) with stirring. The reaction mixture was stirred at 50° C. for 0.5 h. The reaction was concentrated in vacuo. The residue was diluted with aq Na2SO3 and extracted with ethyl acetate. The combined organic layers were washed with aqNa2SO3 and brine, dried over Na2SO4 and concentrated to dryness to give compound 28 (0.9 g) as a light yellow oil. The crude prod...